Dataset: the Open Reaction Database (ORD), a public repository of structured organic reaction records. Task: describe an organic reaction: reactants, conditions, products, and yield Reactants: C=C(C)C1C(CCCCCCCCCC1)=O (2-(prop-1-en-2-yl)cyclododecanone), CON=CC (acetaldehyde O-methyl oxime), Cl[Sn](Cl)(Cl)Cl (SnCl4). The solvent is ClCCCl (1,2-dichloroethane). The product is CON1C(CCCCCCCCCC\C=C(\CC1C)/C)=O ((E)-1-methoxy-14,16-dimethylazacyclohexadec-13-en-2-one). Yield: 87.4%. As a reaction SMILES: [CH2:1]=[C:2]([CH:4]1[CH2:15][CH2:14][CH2:13][CH2:12][CH2:11][CH2:10][CH2:9][CH2:8][CH2:7][CH2:6][C:5]1=[O:16])[CH3:3].[CH3:17][O:18][N:19]=[CH:20][CH3:21].Cl[Sn](Cl)(Cl)Cl>ClCCCl>[CH3:17][O:18][N:19]1[CH:20]([CH3:21])[CH2:3][C:2]([CH3:1])=[CH:4][CH2:15][CH2:14][CH2:13][CH2:12][CH2:11][CH2:10][CH2:9][CH2:8][CH2:7][CH2:6][C:5]1=[O:16]. Procedure details: Following the general procedure as described in Example 23, 2-(prop-1-en-2-yl)cyclododecanone (2.00 g, 9.02 mmol), acetaldehyde O-methyl oxime (0.99 g, 13.53 mmol), and SnCl4 (2.35 g, 9.02 mmol) in 1,2-dichloroethane (90 ml) were reacted to give the title product as a colorless liquid (2.33 g, 88% yield). Mixture of E/Z isomers in a ratio of 3:1.